Task: describe an organic reaction: reactants, conditions, products, and yield. Dataset: the Open Reaction Database (ORD), a public repository of structured organic reaction records Reactants: O=C(CC(O)(c1cc(Cl)cc(Cl)c1)C(F)(F)F)c1ccc(Br)c2ccccc12, Cc1ccccc1, Cl, O=S(Cl)Cl. Product: O=C(C=C(c1cc(Cl)cc(Cl)c1)C(F)(F)F)c1ccc(Br)c2ccccc12. Reaction SMILES: [Br:5][c:6]1[cH:7][cH:8][c:9]([C:16]([CH2:17][C:18]([C:19]([F:20])([F:21])[F:22])([OH:23])[c:24]2[cH:25][c:26]([Cl:31])[cH:27][c:28]([Cl:30])[cH:29]2)=[O:32])[c:10]2[cH:11][cH:12][cH:13][cH:14][c:15]12.[CH3:34][c:35]1[cH:36][cH:37][cH:38][cH:39][cH:40]1.[ClH:33].[S:1]([Cl:2])([Cl:3])=[O:4]>>[Br:5][c:6]1[cH:7][cH:8][c:9]([C:16]([CH:17]=[C:18]([C:19]([F:20])([F:21])[F:22])[c:24]2[cH:25][c:26]([Cl:31])[cH:27][c:28]([Cl:30])[cH:29]2)=[O:32])[c:10]2[cH:11][cH:12][cH:13][cH:14][c:15]12. The reactants are C(C)OC(C(CC1=CC=C(C=C1)OCC1=CC=CC=C1)(C)OC1=CC=C(C=C1)Cl)=O (4-Chlorophenoxy-3-(4-benzyloxyphenyl)-2-methyl-propionic acid ethyl ester). Reagents/catalysts: [Pd] (palladium on carbon). Solvent: C(C)(=O)OCC (ethyl acetate). Run at time 1 hour. The product is C(C)OC(C(CC1=CC=C(C=C1)O)(C)OC1=CC=C(C=C1)Cl)=O (2-(4-Chlorophenoxy)-3-(4-hydroxyphenyl)-2-methyl-propionic acid ethyl ester). RXN SMILES: [CH2:1]([O:3][C:4](=[O:30])[C:5]([O:22][C:23]1[CH:28]=[CH:27][C:26]([Cl:29])=[CH:25][CH:24]=1)([CH3:21])[CH2:6][C:7]1[CH:12]=[CH:11][C:10]([O:13]CC2C=CC=CC=2)=[CH:9][CH:8]=1)[CH3:2]>C(OCC)(=O)C.[Pd]>[CH2:1]([O:3][C:4](=[O:30])[C:5]([O:22][C:23]1[CH:28]=[CH:27][C:26]([Cl:29])=[CH:25][CH:24]=1)([CH3:21])[CH2:6][C:7]1[CH:12]=[CH:11][C:10]([OH:13])=[CH:9][CH:8]=1)[CH3:2]. Reported procedure: 2-(4-Chlorophenoxy-3-(4-benzyloxyphenyl)-2-methyl-propionic acid ethyl ester (2.1 mmol) was dissolved in ethyl acetate (30 mL) and treated with 5% palladium on carbon (300 mg), and stirred under an atmosphere of hydrogen for 1 h. The suspension was filtered through celite and concentrated in vacuo to an oil. Reactants: C(C)(C)(C)OC(=O)N1CCC(=CC1)C1=CC=C(C=2N=C(SC21)NC(=O)N2CCOCC2)OC (4-{4-methoxy-2-[(morpholine-4-carbonyl)-amino]-benzothiazol-7-yl}-3,6-dihydro-2H-pyridine-1-carboxylic acid tert-butyl ester), Cl.CO (HCl MeOH). Product: Cl.COC1=CC=C(C2=C1N=C(S2)NC(=O)N2CCOCC2)C=2CCNCC2 (morpholine-4-carboxylic acid [4-methoxy-7-(1,2,3,6-tetrahydro-pyridin-4-yl)-benzothiazol-2-yl]-amide hydrochloride). Isolated yield 84.0%. RXN SMILES: C(OC([N:8]1[CH2:13][CH:12]=[C:11]([C:14]2[C:22]3[S:21][C:20]([NH:23][C:24]([N:26]4[CH2:31][CH2:30][O:29][CH2:28][CH2:27]4)=[O:25])=[N:19][C:18]=3[C:17]([O:32][CH3:33])=[CH:16][CH:15]=2)[CH2:10][CH2:9]1)=O)(C)(C)C.[ClH:34].CO>>[ClH:34].[CH3:33][O:32][C:17]1[C:18]2[N:19]=[C:20]([NH:23][C:24]([N:26]3[CH2:27][CH2:28][O:29][CH2:30][CH2:31]3)=[O:25])[S:21][C:22]=2[C:14]([C:11]2[CH2:12][CH2:13][NH:8][CH2:9][CH:10]=2)=[CH:15][CH:16]=1 |f:1.2,3.4|. Reported procedure: 0.130 g (0.27 mMol) 4-{4-methoxy-2-[(morpholine-4-carbonyl)-amino]-benzothiazol-7-yl}-3,6-dihydro-2H-pyridine-1-carboxylic acid tert-butyl ester were dissolved in 3 ml 2.5 M HCl/MeOH and heated to reflux for 1.5 h. The reaction mixture was concentrated in vacuo and taken up in 3 ml isopropanol. The suspension formed was filtered and the material on the filter was washed with diethyl ether and dried in vacuo. One obtained 95 mg (84%) morpholine-4-carboxylic acid [4-methoxy-7-(1,2,3,6-tetrahydro-p...